From a dataset of the Open Reaction Database (ORD), a public repository of structured organic reaction records. describe an organic reaction: reactants, conditions, products, and yield The reactants are C(CC)(=O)C1=C(N2C(C(CN2C1)NC(=O)OC(C)(C)C)=O)C(=O)OCC=C (allyl 3-(propionyl)-7-(R,S)-(t-butoxycarbonylamino)-8-oxo-1,5-diazabicyclo[3.3.0]octa-2-ene-2-carboxylate), Cl (hydrochloric acid). Run in C(C)(=O)O (acetic acid). Conditions: time 25 minute. The product is Cl.C(CC)(=O)C1=C(N2C(C(CN2C1)N)=O)C(=O)OCC=C (Allyl 3-(propionyl)-7-(R,S)-amino-8-oxo-1,5-diazabicyclo[3.3.0]octa-2-ene-2-carboxylate hydrochloride). As a reaction SMILES: [C:1]([C:5]1[CH2:12][N:11]2[N:7]([C:8](=[O:21])[CH:9]([NH:13]C(OC(C)(C)C)=O)[CH2:10]2)[C:6]=1[C:22]([O:24][CH2:25][CH:26]=[CH2:27])=[O:23])(=[O:4])[CH2:2][CH3:3].[ClH:28]>C(O)(=O)C>[ClH:28].[C:1]([C:5]1[CH2:12][N:11]2[N:7]([C:8](=[O:21])[CH:9]([NH2:13])[CH2:10]2)[C:6]=1[C:22]([O:24][CH2:25][CH:26]=[CH2:27])=[O:23])(=[O:4])[CH2:2][CH3:3] |f:3.4|. Reported procedure: Under a nitrogen atmosphere, allyl 3-(propionyl)-7-(R,S)-(t-butoxycarbonylamino)-8-oxo-1,5-diazabicyclo[3.3.0]octa-2-ene-2-carboxylate (330 mg, 0.87 mmol) was combined with 3N hydrochloric acid in glacial acetic acid (15 ml). The solution was stirred for 25 minutes at room temperature then concentrated in vacuo. The remaining volatiles on the concentrate were removed by azeotropic distillation with methylene chloride (2×) to yield the title compound. The reactants are C1(=CC=CC=C1)N1CCN(CC1)CCC=CC=1C=C2C=CC(NC2=CC1)=O (6-[4-(4-phenyl-1-piperazinyl)-1-butenyl]-carbostyril). The reagents and catalysts are [Pd] (palladium). Solvent: C(C)O (ethanol). Conditions: time 6 hour. The product is C1(=CC=CC=C1)N1CCN(CC1)CCCCC=1C=C2C=CC(NC2=CC1)=O (6-[4-(4-phenyl-1-piperazinyl)butyl]carbostyril). As a reaction SMILES: [C:1]1([N:7]2[CH2:12][CH2:11][N:10]([CH2:13][CH2:14][CH:15]=[CH:16][C:17]3[CH:18]=[C:19]4[C:24](=[CH:25][CH:26]=3)[NH:23][C:22](=[O:27])[CH:21]=[CH:20]4)[CH2:9][CH2:8]2)[CH:6]=[CH:5][CH:4]=[CH:3][CH:2]=1>C(O)C.[Pd]>[C:1]1([N:7]2[CH2:12][CH2:11][N:10]([CH2:13][CH2:14][CH2:15][CH2:16][C:17]3[CH:18]=[C:19]4[C:24](=[CH:25][CH:26]=3)[NH:23][C:22](=[O:27])[CH:21]=[CH:20]4)[CH2:9][CH2:8]2)[CH:2]=[CH:3][CH:4]=[CH:5][CH:6]=1. Reported procedure: 1.5 Grams of 6-[4-(4-phenyl-1-piperazinyl)-1-butenyl]-carbostyril and 0.3 g of 10%-palladium were dispersed in 120 ml of ethanol and catalytically reduced for 6 hours. The reaction mixture was filtered and the mother liquor was concentrated under a reduced pressure and the residue thus obtained was recrystallized from ethanol and 0.8 g of 6-[4-(4-phenyl-1-piperazinyl)butyl]carbostyril was obtained in colorless needle-like crystals. Melting point: 159°-162° C. Starting materials: C(C)(=O)O[BH-](OC(C)=O)OC(C)=O.[Na+] (Sodium triacetoxyborohydride), BrC1=CC=C(C=C1)N1C(CNCC1)=O (1-(4-bromophenyl)piperazin-2-one), C=O (formaldehyde), O (water). Solvent: C(Cl)Cl (methylene chloride), C(Cl)Cl (methylene chloride). Run at time 1 hour. Product: BrC1=CC=C(C=C1)N1C(CN(CC1)C)=O (1-(4-Bromophenyl)-4-methylpiperazin-2-one). RXN SMILES: C(O[BH-](O[C:11](=[O:13])[CH3:12])OC(=O)C)(=O)C.[Na+].[Br:15][C:16]1[CH:21]=[CH:20][C:19]([N:22]2C[CH2:26][NH:25][CH2:24][C:23]2=O)=[CH:18][CH:17]=1.C=O.O>C(Cl)Cl>[Br:15][C:16]1[CH:17]=[CH:18][C:19]([N:22]2[CH2:23][CH2:24][N:25]([CH3:26])[CH2:12][C:11]2=[O:13])=[CH:20][CH:21]=1 |f:0.1|. Procedure: Sodium triacetoxyborohydride (0.25 g, 1.2 mmol) was added to a solution of 1-(4-bromophenyl)piperazin-2-one (200.0 mg, 0.7840 mmol, from J&W PharmLab product) and 11.0 M formaldehyde in water (0.21 mL, 2.4 mmol) in methylene chloride (3 mL, 50 mmol) and then the reaction was stirred at rt for 1 hour. The mixture was diluted with methylene chloride, washed with saturated NaHCO3, water, brine, then dried over Na2SO4, filtered and concentrated to provide the product which was used in the next step.... Reactants: C(C1=CC=CC=C1)OC1=NN(C2=CC(=CC=C12)[N+](=O)[O-])CC1=C(C=C(C(=O)OC)C=C1)OC (methyl 4-(3-benzyloxy-6-nitroindazol-1-ylmethyl)-3-methoxybenzoate), C(C)(=O)O (acetic acid). The reagents and catalysts are [Zn] (Zinc). Solvent: CCOCC (ether). Run at time 2 hour. Product: NC1=CC=C2C(=NN(C2=C1)CC1=C(C=C(C(=O)OC)C=C1)OC)OCC1=CC=CC=C1 (methyl 4-(6-amino-3-benzyloxyindazol-1-ylmethyl)-3-methoxybenzoate). Yield: 84.7%. Reaction SMILES: [CH2:1]([O:8][C:9]1[C:17]2[C:12](=[CH:13][C:14]([N+:18]([O-])=O)=[CH:15][CH:16]=2)[N:11]([CH2:21][C:22]2[CH:31]=[CH:30][C:25]([C:26]([O:28][CH3:29])=[O:27])=[CH:24][C:23]=2[O:32][CH3:33])[N:10]=1)[C:2]1[CH:7]=[CH:6][CH:5]=[CH:4][CH:3]=1.C(O)(=O)C>CCOCC.[Zn]>[NH2:18][C:14]1[CH:13]=[C:12]2[C:17]([C:9]([O:8][CH2:1][C:2]3[CH:3]=[CH:4][CH:5]=[CH:6][CH:7]=3)=[N:10][N:11]2[CH2:21][C:22]2[CH:31]=[CH:30][C:25]([C:26]([O:28][CH3:29])=[O:27])=[CH:24][C:23]=2[O:32][CH3:33])=[CH:16][CH:15]=1. Procedure details: Zinc dust (0.065 g.) was added to a stirred mixture of methyl 4-(3-benzyloxy-6-nitroindazol-1-ylmethyl)-3-methoxybenzoate (CC) (0.043 g.) and acetic acid (0.9 ml.). The mixture was stirred for 2 hours, diluted with ether, and filtered. The filtrate was washed with water, brine, dried (MgSO4), and evaporated to give methyl 4-(6-amino-3-benzyloxyindazol-1-ylmethyl)-3-methoxybenzoate (DD) (0.034 g., 85%) as a brown oil, and was used without further purification as described below. Starting materials: [H-].[Na+] (Sodium hydride), CNC(CC)=O (N-methylpropionamide), ClCC1=CC=C(C(=O)NC=2SC3=C(N2)C(=CC=C3C3COCCOC3)OC)C=C1 (4-chloromethyl-N-(7-[1,4]dioxepan-6-yl-4-methoxy-benzothiazol-2-yl)-benzamide). Run in O (water). Conditions: temperature 55 celsius. Yields the product O1CCOCC(C1)C1=CC=C(C=2N=C(SC21)NC(C2=CC=C(C=C2)CN(C(CC)=O)C)=O)OC (N-(7-[1,4]Dioxepan-6-yl-4-methoxy-benzothiazol-2-yl)-4-[(methyl-propionyl-amino)-methyl]-benzamide). Isolated yield 4.0%. Reaction SMILES: [H-].[Na+].[CH3:3][NH:4][C:5](=[O:8])[CH2:6][CH3:7].Cl[CH2:10][C:11]1[CH:37]=[CH:36][C:14]([C:15]([NH:17][C:18]2[S:19][C:20]3[C:26]([CH:27]4[CH2:33][O:32][CH2:31][CH2:30][O:29][CH2:28]4)=[CH:25][CH:24]=[C:23]([O:34][CH3:35])[C:21]=3[N:22]=2)=[O:16])=[CH:13][CH:12]=1>O>[O:32]1[CH2:33][CH:27]([C:26]2[C:20]3[S:19][C:18]([NH:17][C:15](=[O:16])[C:14]4[CH:13]=[CH:12][C:11]([CH2:10][N:4]([CH3:3])[C:5](=[O:8])[CH2:6][CH3:7])=[CH:37][CH:36]=4)=[N:22][C:21]=3[C:23]([O:34][CH3:35])=[CH:24][CH:25]=2)[CH2:28][O:29][CH2:30][CH2:31]1 |f:0.1|. Procedure: Sodium hydride (4.8 mg, 60% disp. in mineral oil, 0.2 mmol) was added to N-methylpropionamide (1 ml, 11 mmol), followed by 4-chloromethyl-N-(7-[1,4]dioxepan-6-yl-4-methoxy-benzothiazol-2-yl)-benzamide (50 mg, 1.2 mmol) and the reaction mixture was heated to 55° C. for 3 hrs. After cooling, the mixture was diluted with water (5 ml) and extracted twice with ethyl acetate (5 ml). The combined organic phases were dried with magnesium sulfate, filtered and evaporated. Final purification with preparat...